This data is from the Open Reaction Database (ORD), a public repository of structured organic reaction records. The task is: describe an organic reaction: reactants, conditions, products, and yield Starting materials: P(=O)(Cl)(Cl)Cl (Phosphorus oxychloride), CN(C=O)C (N,N-dimethylformamide), ClC=1C=C2C=CN(C2=CC1)C1=CC=C(C=C1)F (5-chloro-1-(4-fluorophenyl)indole), CN(C=O)C (N,N-dimethylformamide), [OH-].[Na+] (NaOH). The product is ClC=1C=C2C(=CN(C2=CC1)C1=CC=C(C=C1)F)C=O (5-chloro-1-(4-fluorophenyl)indol-3-carbaldehyde). Conditions: time 0.5 hour. Procedure: Phosphorus oxychloride (12.5 g, 0.081 mol) was added to N,N-dimethylformamide (29.5 g, 0.19 mol) at 0°-5° C. After stirring for 10 minutes a solution of 5-chloro-1-(4-fluorophenyl)indole (20 g, 0.081 mol) in N,N-dimethylformamide (50 mL) was added at 0°-5° C. The reaction mixture was stirred for 0.5 h and subsequently poured into ice. The resulting mixture was made alkaline with concentrated NaOH and after stirring for 1 h at room temperature the mixture was extracted with diethyl ether (2×250 m... Reaction SMILES: P(Cl)(Cl)(Cl)=O.[Cl:6][C:7]1[CH:8]=[C:9]2[C:13](=[CH:14][CH:15]=1)[N:12]([C:16]1[CH:21]=[CH:20][C:19]([F:22])=[CH:18][CH:17]=1)[CH:11]=[CH:10]2.[OH-].[Na+].CN(C)[CH:27]=[O:28]>>[Cl:6][C:7]1[CH:8]=[C:9]2[C:13](=[CH:14][CH:15]=1)[N:12]([C:16]1[CH:21]=[CH:20][C:19]([F:22])=[CH:18][CH:17]=1)[CH:11]=[C:10]2[CH:27]=[O:28] |f:2.3|. The yield is 90.0%.